Dataset: the Open Reaction Database (ORD), a public repository of structured organic reaction records. Task: describe an organic reaction: reactants, conditions, products, and yield Starting materials: [N+](=O)([O-])C1=C(SC=C1)C1=CC=C(C=C1)Cl (3-nitro-2-(4-chlorophenyl)thiophene), [N+](=O)([O-])C1=C(SC=C1)C1=CC=CC=C1 (3-nitro-2-phenylthiophene). The product is NC1=C(SC=C1)C1=CC=CC=C1 (3-amino-2-phenylthiophene). The yield is 81.0%. Reaction SMILES: [N+:1]([C:4]1[CH:8]=[CH:7][S:6][C:5]=1[C:9]1[CH:14]=[CH:13][C:12](Cl)=[CH:11][CH:10]=1)([O-])=O.[N+](C1C=CSC=1C1C=CC=CC=1)([O-])=O>>[NH2:1][C:4]1[CH:8]=[CH:7][S:6][C:5]=1[C:9]1[CH:14]=[CH:13][CH:12]=[CH:11][CH:10]=1. Procedure details: The same procedures as described in Example 3 were carried out except that 3-nitro-2-(4-chlorophenyl)thiophene was replaced by 3-nitro-2-phenylthiophene. The yield was 81%. 1H-NMR(CDCl3, δ value):3.82(2H, brs), 6.66(1H, d, J=5.1), 7.12(1H, d, J=5.1), 7.22-7.29(1H, m), 7.42(2H, dt, J=1.5, 7.3), 7.52(2H, dd, J=1.5, 7.3)